describe an organic reaction: reactants, conditions, products, and yield From a dataset of the Open Reaction Database (ORD), a public repository of structured organic reaction records. Reactants: COc1cccc(CCl)c1, CC(C)(C)C(O)C(C)(C)CO, [Cl-], [H-], [NH4+], [Na+], CN(C)C=O. Product: COc1cccc(COCC(C)(C)C(O)C(C)(C)C)c1. Reaction SMILES: [CH3:14][O:15][c:16]1[cH:17][c:18]([CH2:19][Cl:20])[cH:21][cH:22][cH:23]1.[CH3:3][C:4]([CH2:5][OH:6])([CH:7]([C:8]([CH3:9])([CH3:10])[CH3:11])[OH:12])[CH3:13].[Cl-:24].[H-:1].[NH4+:25].[Na+:2].[O:26]=[CH:27][N:28]([CH3:29])[CH3:30]>>[CH3:3][C:4]([CH2:5][O:6][CH2:19][c:18]1[cH:17][c:16]([O:15][CH3:14])[cH:23][cH:22][cH:21]1)([CH:7]([C:8]([CH3:9])([CH3:10])[CH3:11])[OH:12])[CH3:13]. Reaction SMILES: [Br:22][N:23]1[C:24](=[O:25])[CH2:26][CH2:27][C:28]1=[O:29].[C:1]([CH:2]([CH3:3])[CH3:4])(=[O:5])[c:6]1[c:7]([CH2:19][CH2:20][CH3:21])[nH:8][c:9]2[cH:10][c:11]([C:15](=[O:16])[O:17][CH3:18])[cH:12][cH:13][c:14]12.[C:30]([Cl:31])([Cl:32])([Cl:33])[Cl:34]>>[C:1]([CH:2]([CH3:3])[CH3:4])(=[O:5])[c:6]1[c:7]([CH:19]([CH2:20][CH3:21])[Br:22])[nH:8][c:9]2[cH:10][c:11]([C:15](=[O:16])[O:17][CH3:18])[cH:12][cH:13][c:14]12. The product is CCC(Br)c1[nH]c2cc(C(=O)OC)ccc2c1C(=O)C(C)C. Reactants: O=C1CCC(=O)N1Br, CCCc1[nH]c2cc(C(=O)OC)ccc2c1C(=O)C(C)C, ClC(Cl)(Cl)Cl. The reactants are Cl, Cc1ccccc1C1C(OC(CO)c2cc(C(F)(F)F)cc(C(F)(F)F)c2)CCC2CN(C(=O)OC(C)(C)C)CC21, C1COCCO1. Product: Cc1ccccc1C1C(OC(CO)c2cc(C(F)(F)F)cc(C(F)(F)F)c2)CCC2CNCC21. Reaction SMILES: [ClH:42].[F:1][C:2]([c:3]1[cH:4][c:5]([CH:13]([CH2:14][OH:15])[O:16][CH:17]2[CH:18]([c:33]3[c:34]([CH3:39])[cH:35][cH:36][cH:37][cH:38]3)[CH:19]3[CH2:20][N:21]([C:26]([O:27][C:28]([CH3:29])([CH3:30])[CH3:31])=[O:32])[CH2:22][CH:23]3[CH2:24][CH2:25]2)[cH:6][c:7]([C:9]([F:10])([F:11])[F:12])[cH:8]1)([F:40])[F:41].[O:43]1[CH2:44][CH2:45][O:46][CH2:47][CH2:48]1>>[F:1][C:2]([c:3]1[cH:4][c:5]([CH:13]([CH2:14][OH:15])[O:16][CH:17]2[CH:18]([c:33]3[c:34]([CH3:39])[cH:35][cH:36][cH:37][cH:38]3)[CH:19]3[CH2:20][NH:21][CH2:22][CH:23]3[CH2:24][CH2:25]2)[cH:6][c:7]([C:9]([F:10])([F:11])[F:12])[cH:8]1)([F:40])[F:41]. Reactants: Cc1nc(N)sc1Br, CO, C[S-], [Na+]. Yields the product CSc1sc(N)nc1C. As a reaction SMILES: [Br:1][c:2]1[c:3]([CH3:8])[n:4][c:5]([NH2:7])[s:6]1.[CH3:12][OH:13].[CH3:9][S-:10].[Na+:11]>>[c:2]1([S:10][CH3:9])[c:3]([CH3:8])[n:4][c:5]([NH2:7])[s:6]1. Conditions: temperature 45 celsius, time 3.5 hour. As a reaction SMILES: [NH:1](C(OC(C)(C)C)=O)[C@H:2]([C:7]([NH:9][C@H:10]([C:16]([NH:18][C@H:19]([C:30]([OH:32])=[O:31])[CH2:20][C:21]1[C:29]2[C:24](=[CH:25][CH:26]=[CH:27][CH:28]=2)[NH:23][CH:22]=1)=[O:17])[CH2:11][CH2:12][C:13](=[O:15])[OH:14])=[O:8])[C@H:3]([CH2:5][CH3:6])[CH3:4]>C(O)=O>[NH2:1][C@H:2]([C:7]([NH:9][C@H:10]([C:16]([NH:18][C@H:19]([C:30]([OH:32])=[O:31])[CH2:20][C:21]1[C:29]2[C:24](=[CH:25][CH:26]=[CH:27][CH:28]=2)[NH:23][CH:22]=1)=[O:17])[CH2:11][CH2:12][C:13](=[O:14])[OH:15])=[O:8])[C@H:3]([CH2:5][CH3:6])[CH3:4]. Procedure details: 20.5 g Boc-Ile-Glu-Trp-Oh was dissolved in 150 ml formic acid, stirred for 3.5 h at 45° C. The solvent was evaporated under vacuum. 200 ml water was added to the residue and evaporation under vacuum was repeated. 300 ml isopropanol and 200 ml ether was added to the residue and allowed to stand for 10 h. The precipitate was then filtered and dried under vacuum. Yield: 15.3 g (75%). Run in C(=O)O (formic acid). The product is N[C@@H]([C@@H](C)CC)C(=O)N[C@@H](CCC(O)=O)C(=O)N[C@@H](CC1=CNC2=CC=CC=C12)C(=O)O (H-Ile-Glu-Trp-OH). The reactants are N([C@@H]([C@@H](C)CC)C(=O)N[C@@H](CCC(O)=O)C(=O)N[C@@H](CC1=CNC2=CC=CC=C12)C(=O)O)C(=O)OC(C)(C)C (Boc-Ile-Glu-Trp). The reactants are C([O-])([O-])=O.[Na+].[Na+] (sodium carbonate), BrC=1C=C(C=CC1)N1C2=CC=C(C=C2C=2C=C(C=CC12)C1=CC=CC=C1)C1=CC=CC=C1 (9-(3-bromophenyl)-3,6-diphenylcarbazole), COC=1C=C(C=CC1)B(O)O (3-methoxyphenylboronic acid), C1(=CC=CC=C1)C (toluene), resultant mixture. Reagents/catalysts: C=1C=CC(=CC1)[P](C=2C=CC=CC2)(C=3C=CC=CC3)[Pd]([P](C=4C=CC=CC4)(C=5C=CC=CC5)C=6C=CC=CC6)([P](C=7C=CC=CC7)(C=8C=CC=CC8)C=9C=CC=CC9)[P](C=1C=CC=CC1)(C=1C=CC=CC1)C=1C=CC=CC1 (tetrakis(triphenylphosphine)palladium). Run in O (water), C(C)O (ethanol), C(Cl)Cl (methylene chloride). Product: C1(=CC=CC=C1)C=1C=CC=2N(C3=CC=C(C=C3C2C1)C1=CC=CC=C1)C=1C=C(C=CC1)C1=CC(=CC=C1)OC ([3′-(3,6-diphenylcarbazol-9-yl)biphenyl-3-yloxy]methane). Isolated yield 85.4%. RXN SMILES: Br[C:2]1[CH:3]=[C:4]([N:8]2[C:20]3[CH:19]=[CH:18][C:17]([C:21]4[CH:26]=[CH:25][CH:24]=[CH:23][CH:22]=4)=[CH:16][C:15]=3[C:14]3[C:9]2=[CH:10][CH:11]=[C:12]([C:27]2[CH:32]=[CH:31][CH:30]=[CH:29][CH:28]=2)[CH:13]=3)[CH:5]=[CH:6][CH:7]=1.[CH3:33][O:34][C:35]1[CH:36]=[C:37](B(O)O)[CH:38]=[CH:39][CH:40]=1.C1(C)C=CC=CC=1.C(=O)([O-])[O-].[Na+].[Na+]>O.C(Cl)Cl.C1C=CC([P]([Pd]([P](C2C=CC=CC=2)(C2C=CC=CC=2)C2C=CC=CC=2)([P](C2C=CC=CC=2)(C2C=CC=CC=2)C2C=CC=CC=2)[P](C2C=CC=CC=2)(C2C=CC=CC=2)C2C=CC=CC=2)(C2C=CC=CC=2)C2C=CC=CC=2)=CC=1.C(O)C>[C:27]1([C:12]2[CH:11]=[CH:10][C:9]3[N:8]([C:4]4[CH:5]=[C:6]([C:37]5[CH:38]=[CH:39][CH:40]=[C:35]([O:34][CH3:33])[CH:36]=5)[CH:7]=[CH:2][CH:3]=4)[C:20]4[C:15]([C:14]=3[CH:13]=2)=[CH:16][C:17]([C:21]2[CH:26]=[CH:25][CH:24]=[CH:23][CH:22]=2)=[CH:18][CH:19]=4)[CH:32]=[CH:31][CH:30]=[CH:29][CH:28]=1 |f:3.4.5,^1:64,66,85,104|. Procedure: The obtained 9-(3-bromophenyl)-3,6-diphenylcarbazole (3.20 g, 6.75 mmol), 3-methoxyphenylboronic acid (1.54 g, 10.1 mmol) and tetrakis(triphenylphosphine)palladium (0.124 g) were added to a solvent mixture of toluene (30 mL) and ethanol (10 mL). Then, an aqueous solution of sodium carbonate (37.3 g) in distilled water (90 mL) was added the mixture. The resultant mixture was refluxed for 9 hours in a nitrogen atmosphere and then cooled to room temperature. The obtained mixture was diluted with me... Reactants: CCOC(C)=O, CC(C)(C)OC(=O)n1c(B(O)O)cc2ccc(Cl)cc21, [K+], [K+], [K+], CN(C)C=O, Oc1cncc(Br)c1, O=P([O-])([O-])[O-], c1ccc(P(c2ccccc2)(c2ccccc2)[Pd](P(c2ccccc2)(c2ccccc2)c2ccccc2)(P(c2ccccc2)(c2ccccc2)c2ccccc2)P(c2ccccc2)(c2ccccc2)c2ccccc2)cc1. Product: CC(C)(C)OC(=O)n1c(-c2cncc(O)c2)cc2ccc(Cl)cc21. RXN SMILES: [CH3:42][CH2:43][O:44][C:45](=[O:46])[CH3:47].[Cl:1][c:2]1[cH:3][cH:4][c:5]2[cH:6][c:7]([B:18]([OH:19])[OH:20])[n:8]([C:11](=[O:12])[O:13][C:14]([CH3:15])([CH3:16])[CH3:17])[c:9]2[cH:10]1.[K+:34].[K+:35].[K+:36].[O:37]=[CH:38][N:39]([CH3:40])[CH3:41].[OH:21][c:22]1[cH:23][n:24][cH:25][c:26]([Br:28])[cH:27]1.[P:29]([O-:30])([O-:31])([O-:32])=[O:33].[cH:48]1[cH:49][cH:50][c:51]([P:52]([Pd:53]([P:54]([c:55]2[cH:56][cH:57][cH:58][cH:59][cH:60]2)([c:61]2[cH:62][cH:63][cH:64][cH:65][cH:66]2)[c:67]2[cH:68][cH:69][cH:70][cH:71][cH:72]2)([P:73]([c:74]2[cH:75][cH:76][cH:77][cH:78][cH:79]2)([c:80]2[cH:81][cH:82][cH:83][cH:84][cH:85]2)[c:86]2[cH:87][cH:88][cH:89][cH:90][cH:91]2)[P:92]([c:93]2[cH:94][cH:95][cH:96][cH:97][cH:98]2)([c:99]2[cH:100][cH:101][cH:102][cH:103][cH:104]2)[c:105]2[cH:106][cH:107][cH:108][cH:109][cH:110]2)([c:111]2[cH:112][cH:113][cH:114][cH:115][cH:116]2)[c:117]2[cH:118][cH:119][cH:120][cH:121][cH:122]2)[cH:123][cH:124]1>>[Cl:1][c:2]1[cH:3][cH:4][c:5]2[cH:6][c:7](-[c:26]3[cH:25][n:24][cH:23][c:22]([OH:21])[cH:27]3)[n:8]([C:11](=[O:12])[O:13][C:14]([CH3:15])([CH3:16])[CH3:17])[c:9]2[cH:10]1.